From a dataset of the Open Reaction Database (ORD), a public repository of structured organic reaction records. describe an organic reaction: reactants, conditions, products, and yield Reactants: O (water), OC1=CC=CC=2NC3=CC=CC=C3C12 (4-hydroxy-carbazole), [OH-].[Na+] (sodium hydroxide), C(Cl)C1CO1 (epichlorohydrin). Solvent: CS(=O)C (DMSO). Reaction conditions: temperature 40 celsius, time 8 hour. Yields the product O1C(C1)COC1=CC=CC=2NC3=CC=CC=C3C12 (4-Oxiranylmethoxy-9H-carbazole). As a reaction SMILES: [OH:1][C:2]1[C:14]2[C:13]3[C:8](=[CH:9][CH:10]=[CH:11][CH:12]=3)[NH:7][C:6]=2[CH:5]=[CH:4][CH:3]=1.[CH2:15]([CH:17]1[O:19][CH2:18]1)Cl.[OH-].[Na+].O>CS(C)=O>[O:19]1[CH2:18][CH:17]1[CH2:15][O:1][C:2]1[C:14]2[C:13]3[C:8](=[CH:9][CH:10]=[CH:11][CH:12]=3)[NH:7][C:6]=2[CH:5]=[CH:4][CH:3]=1 |f:2.3|. Procedure: 10.4 g of 4-hydroxy-carbazole (57 mmol) were dissolved in 31.1 ml of DMSO. 6.9 ml of epichlorohydrin (88 mol) were added and next 57 ml of a 1 N sodium hydroxide solution. The mixture was stirred for 8 h at 40° C. It was cooled to 20° C. and 130 ml of water were added. The product was filtered under suction, and washed with 3×30 ml water. The crude material was recrystallized from isopropanol. The substance was dried at 60° C. for 12 h. Reactants: C(#N)C1=CC(=C(C=C1)NN)[N+](=O)[O-] (4-cyano-2-nitrophenylhydrazine), aqueous solution, C([O-])([O-])=O.[Na+].[Na+] (sodium carbonate), ClC1=C(C=C(C(=O)Cl)C=C1)S(N)(=O)=O (4-chloro-3-sulfamoylbenzoyl chloride). Solvent: O1CCOCC1 (dioxane), O1CCOCC1 (dioxane). The product is C(#N)C1=CC(=C(C=C1)N(N)C(C1=CC(=C(C=C1)Cl)S(N)(=O)=O)=O)[N+](=O)[O-] (4-cyano-2-nitro-N-(4'-chloro-3'-sulfamoylbenzoyl)-phenylhydrazine). Isolated yield 20.8%. As a reaction SMILES: [C:1]([C:3]1[CH:8]=[CH:7][C:6]([NH:9][NH2:10])=[C:5]([N+:11]([O-:13])=[O:12])[CH:4]=1)#[N:2].C(=O)([O-])[O-].[Na+].[Na+].[Cl:20][C:21]1[CH:29]=[CH:28][C:24]([C:25](Cl)=[O:26])=[CH:23][C:22]=1[S:30](=[O:33])(=[O:32])[NH2:31]>O1CCOCC1>[C:1]([C:3]1[CH:8]=[CH:7][C:6]([N:9]([C:25](=[O:26])[C:24]2[CH:28]=[CH:29][C:21]([Cl:20])=[C:22]([S:30](=[O:32])(=[O:33])[NH2:31])[CH:23]=2)[NH2:10])=[C:5]([N+:11]([O-:13])=[O:12])[CH:4]=1)#[N:2] |f:1.2.3|. Reported procedure: The process described in Example 1(B) was followed and 8.1 g of 4-cyano-2-nitrophenylhydrazine (prepared as described in: Beilst. 9 Vol. II page 289), 114 ml of dioxane, 46 ml aqueous solution of 2.4 g of crystalline sodium carbonate and 11.6 g of 4-chloro-3-sulfamoylbenzoyl chloride dissolved in 53 ml of dioxane were used as starting materials. After evaporating the reaction mixture, the residue was thoroughly mixed with water, the yellow precipitate was filtered by suction, washed with water a... Starting materials: Cl (HCl), ClC1=C(C(=O)N(C)OC)C=CC=N1 (2-Chloro-N-methoxy-N-methyl-nicotinamide), C[Mg]Cl (Methylmagnesium chloride), [NH4+].[Cl-] (NH4Cl), C(=O)(O)[O-].[Na+] (NaHCO3). Solvent: C1CCOC1 (THF). Conditions: time 2 hour. Product: ClC1=NC=CC=C1C(C)=O (1-(2-Chloro-pyridin-3-yl)-ethanone). As a reaction SMILES: [Cl:1][C:2]1[N:13]=[CH:12][CH:11]=[CH:10][C:3]=1[C:4](N(OC)C)=[O:5].[CH3:14][Mg]Cl.[NH4+].[Cl-].Cl.C([O-])(O)=O.[Na+]>C1COCC1>[Cl:1][C:2]1[C:3]([C:4](=[O:5])[CH3:14])=[CH:10][CH:11]=[CH:12][N:13]=1 |f:2.3,5.6|. Procedure details: 2-Chloro-N-methoxy-N-methyl-nicotinamide (3.90 g, 19.4 mmol, 1.0 equiv) is dissolved in THF (200 mL) under nitrogen and the mixture is cooled in an ice bath. Methylmagnesium chloride (17.0 ml, 48.6 mmol, 2.5 equiv) is added within 2 minutes. After 15 min a grey precipitate is formed. Stirring is continued for 2 h, the mixture is cooled in an ice bath and sat. NH4Cl (150 mL) is added. The solution is acidified with 1N HCl solution (60 mL) followed by addition of sat. NaHCO3 solution (30 mL). The ... The reactants are solution, C(C)(C)[N-]C(C)C.[Li+] (lithium diisopropylamide), FC1=NC(=CC=C1)OCCCCCCCC (2-fluoro-6-octyloxypyridine), B(OC(C)C)(OC(C)C)OC(C)C (triisopropyl borate), Cl (hydrochloric acid), [Cl-].[Na+] (sodium chloride). Run in O1CCCC1.CCCCCC.C(C)C1=CC=CC=C1 (tetrahydrofuran hexane ethylbenzene), O1CCCC1 (tetrahydrofuran). Run at time 4 hour. Product: FC1=NC(=CC=C1B(O)O)OCCCCCCCC (2-fluoro-6-octyloxypyridine-3-boronic acid). Yield: 58.1%. Reaction SMILES: C([N-]C(C)C)(C)C.[Li+].[F:9][C:10]1[CH:15]=[CH:14][CH:13]=[C:12]([O:16][CH2:17][CH2:18][CH2:19][CH2:20][CH2:21][CH2:22][CH2:23][CH3:24])[N:11]=1.[B:25](OC(C)C)([O:30]C(C)C)[O:26]C(C)C.Cl.[Cl-].[Na+]>O1CCCC1.CCCCCC.C(C1C=CC=CC=1)C.O1CCCC1>[F:9][C:10]1[C:15]([B:25]([OH:30])[OH:26])=[CH:14][CH:13]=[C:12]([O:16][CH2:17][CH2:18][CH2:19][CH2:20][CH2:21][CH2:22][CH2:23][CH3:24])[N:11]=1 |f:0.1,5.6,7.8.9|. Reported procedure: 34.62 ml (69.24 mmol) of a 2-molar solution of lithium diisopropylamide in tetrahydrofuran/hexane/ethylbenzene are added dropwise at -78° C. to 13.00 g (57.70 mmol) of 2-fluoro-6-octyloxypyridine in 200 ml of tetrahydrofuran, and the mixture is stirred for 4 hours. 26.05 g (138.48 mmol) of triisopropyl borate are then added dropwise at -78° C., and the reaction mixture is stirred overnight, during which it warms to room temperature. After addition of 80 ml of 10% hydrochloric acid and stirring a... The reactants are COC(=O)CO, Cc1ncc(OCc2ccccc2)c(Cl)n1, [H-], [Na+], C1CCOC1, O. Product: COC(=O)COc1nc(C)ncc1OCc1ccccc1. As a reaction SMILES: [C:19]([CH2:20][OH:21])(=[O:22])[O:23][CH3:24].[CH2:3]([c:4]1[cH:5][cH:6][cH:7][cH:8][cH:9]1)[O:10][c:11]1[c:12]([Cl:18])[n:13][c:14]([CH3:17])[n:15][cH:16]1.[H-:1].[Na+:2].[O:25]1[CH2:26][CH2:27][CH2:28][CH2:29]1.[OH2:30]>>[CH2:3]([c:4]1[cH:5][cH:6][cH:7][cH:8][cH:9]1)[O:10][c:11]1[c:12]([O:21][CH2:20][C:19](=[O:22])[O:23][CH3:24])[n:13][c:14]([CH3:17])[n:15][cH:16]1. Reactants: COC(=O)c1sc(C#CC(C)(C)C)cc1N(C(=O)C1CCC(C)CC1)C(C)CCN, CN(C)c1ccncc1, CCN(C(C)C)C(C)C, O=C(Oc1ccc([N+](=O)[O-])cc1)OC1COC2OCCC12. Yields the product COC(=O)c1sc(C#CC(C)(C)C)cc1N(C(=O)C1CCC(C)CC1)C(C)CCNC(=O)OC1COC2OCCC12. Reaction SMILES: [CH3:1][O:2][C:3](=[O:4])[c:5]1[s:6][c:7]([C:25]#[C:26][C:27]([CH3:28])([CH3:29])[CH3:30])[cH:8][c:9]1[N:10]([C:11](=[O:12])[CH:13]1[CH2:14][CH2:15][CH:16]([CH3:19])[CH2:17][CH2:18]1)[CH:20]([CH2:21][CH2:22][NH2:23])[CH3:24].[CH3:61][N:62]([c:63]1[cH:64][cH:65][n:66][cH:67][cH:68]1)[CH3:69].[CH:52]([N:53]([CH:54]([CH3:55])[CH3:56])[CH2:57][CH3:58])([CH3:59])[CH3:60].[N+:31]([c:32]1[cH:33][cH:34][c:35]([O:40][C:41](=[O:36])[O:42][CH:43]2[CH2:44][O:45][CH:46]3[O:47][CH2:48][CH2:49][CH:50]23)[cH:37][cH:38]1)([O-:39])=[O:51]>>[CH3:1][O:2][C:3](=[O:4])[c:5]1[s:6][c:7]([C:25]#[C:26][C:27]([CH3:28])([CH3:29])[CH3:30])[cH:8][c:9]1[N:10]([C:11](=[O:12])[CH:13]1[CH2:14][CH2:15][CH:16]([CH3:19])[CH2:17][CH2:18]1)[CH:20]([CH2:21][CH2:22][NH:23][C:41](=[O:40])[O:42][CH:43]1[CH2:44][O:45][CH:46]2[O:47][CH2:48][CH2:49][CH:50]12)[CH3:24]. Starting materials: C1(=CC=CC=C1)OC1=C(C=CC=C1)OC (2-methoxyphenyl phenyl ether), [OH-].[Na+] (NaOH). The solvent is ClCCCl (1,2-dichloroethane), ClC(C)Cl (dichloroethane). Product: O(C1=CC=CC=C1)C1=C(C=CC=C1)O (2-phenoxyphenol). The yield is 82.3%. RXN SMILES: [C:1]1([O:7][C:8]2[CH:13]=[CH:12][CH:11]=[CH:10][C:9]=2[O:14]C)[CH:6]=[CH:5][CH:4]=[CH:3][CH:2]=1.[OH-].[Na+]>ClCCCl.ClC(Cl)C>[O:7]([C:8]1[CH:13]=[CH:12][CH:11]=[CH:10][C:9]=1[OH:14])[C:1]1[CH:2]=[CH:3][CH:4]=[CH:5][CH:6]=1 |f:1.2|. Procedure: A solution of 23.4 g (74.9 mmol) of boron tribromide-dimethyl sulfide complex in 150 mL of 1,2-dichloroethane was added dropwise to 3.00 g (15.0 mmol) of 2-methoxyphenyl phenyl ether in 50 mL dichloroethane at room temperature. The mixture was stirred at reflux overnight. 50 mL 3M NaOH was added to quench the reaction. After separation of layers, the organic layer was extracted with 3×100 mL 3M NaOH. The combined aqueous layer was acidified with conc. HCl, and the precipitated product was extrac... Reactants: ClC1=CC=2C3=C(NC2C=C1)CCN(C3)C (8-chloro 2-methyl-2,3,4,5-tetrahydro-1H-pyrido (4,3-b) indole), [H-].[Na+] (sodium hydride), ice water, C1(=CC=CC=C1)C1(OC1)C1=CC=CC=C1 (2,2-Diphenyl oxirane). Solvent: CN(C)C=O (DMF). Conditions: time 5 minute. The product is ClC1=CC=2C3=C(N(C2C=C1)CC(O)(C1=CC=CC=C1)C1=CC=CC=C1)CCN(C3)C (2-(8-chloro-2-methyl-3,4-dihydro-1H-pyrido[4,3-b]indol-5(2H)-yl)-1,1-diphenylethanol). Yield: 63.3%. Reaction SMILES: [Cl:1][C:2]1[CH:10]=[CH:9][C:8]2[NH:7][C:6]3[CH2:11][CH2:12][N:13]([CH3:15])[CH2:14][C:5]=3[C:4]=2[CH:3]=1.[H-].[Na+].[C:18]1([C:24]2([C:27]3[CH:32]=[CH:31][CH:30]=[CH:29][CH:28]=3)[CH2:26][O:25]2)[CH:23]=[CH:22][CH:21]=[CH:20][CH:19]=1>CN(C=O)C>[Cl:1][C:2]1[CH:10]=[CH:9][C:8]2[N:7]([CH2:26][C:24]([C:27]3[CH:32]=[CH:31][CH:30]=[CH:29][CH:28]=3)([C:18]3[CH:23]=[CH:22][CH:21]=[CH:20][CH:19]=3)[OH:25])[C:6]3[CH2:11][CH2:12][N:13]([CH3:15])[CH2:14][C:5]=3[C:4]=2[CH:3]=1 |f:1.2|. Procedure: To a solution of 8-chloro 2-methyl-2,3,4,5-tetrahydro-1H-pyrido (4,3-b) indole (800 g, 3.6 mmol) in 8 mL DMF, was added sodium hydride [60% dispersion in oil] (436 mg, 10.9 mmol) and the reaction mixture was stirred for 5 min. 2,2-Diphenyl oxirane (1.06 g, 5.4 mmol) was added dropwise at RT and reaction mixture stirred at RT for 16 h. The reaction mixture was poured into ice water and the desired compound extracted with EtOAc (3×200 mL). The organic layer was washed with water, dried over sodium...